Dataset: the Open Reaction Database (ORD), a public repository of structured organic reaction records. Task: describe an organic reaction: reactants, conditions, products, and yield Starting materials: CN1CCNCC1 (N-methylpiperazine), O=C1NC=2C(=NC=3C=CC(=CC3C2)OCCCC(=O)O)N1 (4-[(2,3-dihydro-2-oxo-1H-imidazo[4,5-b]quinolin-7-yl)oxy]butyric acid). Yields the product O=C1NC=2C(=NC=3C=CC(=CC3C2)OCCCC(=O)N2CCN(CC2)C)N1 (1-[4-[(2,3-Dihydro-2-oxo-1H-imidazo[4,5-b]-quinolin-7-yl)oxy]-1-oxobutyl]-4-methylpiperazine), hydrated dihydrochloride. Reaction SMILES: [CH3:1][N:2]1[CH2:7][CH2:6][NH:5][CH2:4][CH2:3]1.[O:8]=[C:9]1[NH:28][C:12]2=[N:13][C:14]3[CH:15]=[CH:16][C:17]([O:21][CH2:22][CH2:23][CH2:24][C:25]([OH:27])=O)=[CH:18][C:19]=3[CH:20]=[C:11]2[NH:10]1>>[O:8]=[C:9]1[NH:28][C:12]2=[N:13][C:14]3[CH:15]=[CH:16][C:17]([O:21][CH2:22][CH2:23][CH2:24][C:25]([N:5]4[CH2:6][CH2:7][N:2]([CH3:1])[CH2:3][CH2:4]4)=[O:27])=[CH:18][C:19]=3[CH:20]=[C:11]2[NH:10]1. Procedure details: Reaction of N-methylpiperazine and 4-[(2,3-dihydro-2-oxo-1H-imidazo[4,5-b]quinolin-7-yl)oxy]butyric acid (2 g) analogously to the procedure of Example 4 gave the title compound as the hydrated dihydrochloride salt; yield 2.85 g (92%), m.p. 286°-288° C. (dec.).